Dataset: the Open Reaction Database (ORD), a public repository of structured organic reaction records. Task: describe an organic reaction: reactants, conditions, products, and yield The reactants are C(C)[Mg]Br (ethyl magnesium bromide), ClC=1SC2=C(N1)C(=CC(=C2)F)Cl (2,4-dichloro-6-fluorobenzothiazole), [Cl-].[NH4+] (ammonium chloride). Reagents/catalysts: Cl[Ni]([P](C1=CC=CC=C1)(C2=CC=CC=C2)C3=CC=CC=C3)([P](C4=CC=CC=C4)(C5=CC=CC=C5)C6=CC=CC=C6)Cl (dichlorobis(triphenylphosphine)nickel). Solvent: C(C)OCC (diethyl ether), C(C)OCC (diethyl ether). Conditions: time 2 hour. The product is ClC1=CC(=CC2=C1N=C(S2)CC)F (4-Chloro-2-ethyl-6-fluorobenzothiazole). Reaction SMILES: [CH2:1]([Mg]Br)[CH3:2].Cl[C:6]1[S:7][C:8]2[CH:14]=[C:13]([F:15])[CH:12]=[C:11]([Cl:16])[C:9]=2[N:10]=1.[Cl-].[NH4+]>C(OCC)C.Cl[Ni](Cl)([P](C1C=CC=CC=1)(C1C=CC=CC=1)C1C=CC=CC=1)[P](C1C=CC=CC=1)(C1C=CC=CC=1)C1C=CC=CC=1>[Cl:16][C:11]1[C:9]2[N:10]=[C:6]([CH2:1][CH3:2])[S:7][C:8]=2[CH:14]=[C:13]([F:15])[CH:12]=1 |f:2.3,^1:26,45|. Procedure details: A solution of 0.2 mol of ethyl magnesium bromide in diethyl ether was added to a solution of 22.0 g (0.1 mol) of 2,4-dichloro-6-fluorobenzothiazole and 3.3 g (5 mmol) of dichlorobis(triphenylphosphine)nickel in 0.5 1 of diethyl ether. Stirring was carried out for 2 hours, after which the mixture was poured onto saturated aqueous ammonium chloride solution. The product was extracted with diethyl ether. The combined organic phases were washed with water, dried over magnesium sulfate and finally ev... The reactants are FC1=CC(=C(C=C1)N1C[C@H](N(CC1)S(=O)(=O)C1=CC=C(S1)C(=O)O)C)C(F)(F)F (5-({(2R)-4-[4-fluoro-2-(trifluoromethyl)phenyl]-2-methylpiperazin-1-yl}sulfonyl)thiophene-2-carboxylic acid), C(=O)(C(=O)Cl)Cl ((COCl)2), CN(C)C=O (DMF), resultant mixture. Run in C(Cl)Cl (DCM). Run at time 6 hour. Yields the product FC1=CC(=C(C=C1)N1C[C@H](N(CC1)S(=O)(=O)C1=CC=C(S1)C(=O)N(C)C)C)C(F)(F)F (5-({(2R)-4-[4-fluoro-2-(trifluoromethyl)phenyl]-2-methylpiperazin-1-yl}sulfonyl)-N,N-dimethylthiophene-2-carboxamide). RXN SMILES: [F:1][C:2]1[CH:7]=[CH:6][C:5]([N:8]2[CH2:13][CH2:12][N:11]([S:14]([C:17]3[S:21][C:20]([C:22](O)=[O:23])=[CH:19][CH:18]=3)(=[O:16])=[O:15])[C@H:10]([CH3:25])[CH2:9]2)=[C:4]([C:26]([F:29])([F:28])[F:27])[CH:3]=1.C(Cl)(C(Cl)=O)=O.[CH3:36][N:37](C=O)[CH3:38]>C(Cl)Cl>[F:1][C:2]1[CH:7]=[CH:6][C:5]([N:8]2[CH2:13][CH2:12][N:11]([S:14]([C:17]3[S:21][C:20]([C:22]([N:37]([CH3:38])[CH3:36])=[O:23])=[CH:19][CH:18]=3)(=[O:15])=[O:16])[C@H:10]([CH3:25])[CH2:9]2)=[C:4]([C:26]([F:29])([F:28])[F:27])[CH:3]=1. Reported procedure: To a solution of 5-({(2R)-4-[4-fluoro-2-(trifluoromethyl)phenyl]-2-methylpiperazin-1-yl}sulfonyl)thiophene-2-carboxylic acid (260 mg, 0.575 mmol) in DCM (5 mL) was added (COCl)2 (150.5 μL, 1.726 mmol) and DMF (1 small drop). The resultant mixture was stirred for 3 h. The solvent was evaporated and the crude residue was redissolved in dioxane (5 mL). To this was added 2N NH3 in EtOH (2 mL). The reaction mixture was stirred for 6 h then concentrated. The crude product was purified on SiO2 column e...